This data is from the Open Reaction Database (ORD), a public repository of structured organic reaction records. The task is: describe an organic reaction: reactants, conditions, products, and yield Reactants: CCOc1cc(C(CC(=O)O)NC(=O)OC(C)(C)C)ccc1OC, O=C(c1ncc[nH]1)c1ncc[nH]1, ClCCl, CNOC, CN1CCCCC1, Cl. Product: CCOc1cc(C(CC(=O)N(C)OC)NC(=O)OC(C)(C)C)ccc1OC. Reaction SMILES: [C:13]([CH3:14])([CH3:15])([CH3:16])[O:17][C:18](=[O:19])[NH:20][CH:21]([CH2:22][C:23](=[O:24])[OH:25])[c:26]1[cH:27][c:28]([O:34][CH2:35][CH3:36])[c:29]([O:32][CH3:33])[cH:30][cH:31]1.[C:1]([c:2]1[nH:3][cH:4][cH:5][n:6]1)([c:7]1[nH:8][cH:9][cH:10][n:11]1)=[O:12].[CH2:49]([Cl:50])[Cl:51].[CH3:38][NH:39][O:40][CH3:41].[CH3:42][N:43]1[CH2:44][CH2:45][CH2:46][CH2:47][CH2:48]1.[ClH:37]>>[C:13]([CH3:14])([CH3:15])([CH3:16])[O:17][C:18](=[O:19])[NH:20][CH:21]([CH2:22][C:23](=[O:25])[N:39]([CH3:38])[O:40][CH3:41])[c:26]1[cH:27][c:28]([O:34][CH2:35][CH3:36])[c:29]([O:32][CH3:33])[cH:30][cH:31]1. Reactants: CC(=O)OC(C)=O, CC(=O)O, Nc1ccc(C(=O)NN=c2c(=O)c3ccccc3c2=O)cc1. Yields the product CC(=O)Nc1ccc(C(=O)NN=c2c(=O)c3ccccc3c2=O)cc1. As a reaction SMILES: [CH3:23][C:24](=[O:25])[O:26][C:27](=[O:28])[CH3:29].[CH3:30][C:31](=[O:32])[OH:33].[NH2:1][c:2]1[cH:3][cH:4][c:5]([C:6](=[O:7])[NH:8][N:9]=[c:10]2[c:11](=[O:20])[c:12]3[cH:13][cH:14][cH:15][cH:16][c:17]3[c:18]2=[O:19])[cH:21][cH:22]1>>[NH:1]([c:2]1[cH:3][cH:4][c:5]([C:6](=[O:7])[NH:8][N:9]=[c:10]2[c:11](=[O:20])[c:12]3[cH:13][cH:14][cH:15][cH:16][c:17]3[c:18]2=[O:19])[cH:21][cH:22]1)[C:24]([CH3:23])=[O:25]. The reactants are [OH-].[Na+] (sodium hydroxide), ClC=1C=CC2=C(C(CCCN2C(C2=CN=C(C=C2)NC(C2=C(C=CC=C2)C)=O)=O)OCC(=O)OC)C1 (7-chloro-5-methoxycarbonylmethoxy-1-[6-(2-methylbenzoylamino)nicotinoyl]-2,3,4,5-tetrahydro-1H-benzazepine), O (Water). The solvent is C(C)O (ethanol). Reaction conditions: time 4 hour. Product: ClC=1C=CC2=C(C(CCCN2C(C2=CN=C(C=C2)NC(C2=C(C=CC=C2)C)=O)=O)OCC(=O)O)C1 (7-chloro-5-carboxymethoxy-1-[6-(2-methylbenzoylamino)nicotinoyl]-2,3,4,5-tetrahydro-1H-benzazepine). Isolated yield 97.7%. Reaction SMILES: [Cl:1][C:2]1[CH:3]=[CH:4][C:5]2[N:11]([C:12](=[O:29])[C:13]3[CH:18]=[CH:17][C:16]([NH:19][C:20](=[O:28])[C:21]4[CH:26]=[CH:25][CH:24]=[CH:23][C:22]=4[CH3:27])=[N:15][CH:14]=3)[CH2:10][CH2:9][CH2:8][CH:7]([O:30][CH2:31][C:32]([O:34]C)=[O:33])[C:6]=2[CH:36]=1.[OH-].[Na+].O>C(O)C>[Cl:1][C:2]1[CH:3]=[CH:4][C:5]2[N:11]([C:12](=[O:29])[C:13]3[CH:18]=[CH:17][C:16]([NH:19][C:20](=[O:28])[C:21]4[CH:26]=[CH:25][CH:24]=[CH:23][C:22]=4[CH3:27])=[N:15][CH:14]=3)[CH2:10][CH2:9][CH2:8][CH:7]([O:30][CH2:31][C:32]([OH:34])=[O:33])[C:6]=2[CH:36]=1 |f:1.2|. Procedure: To a suspension of 7-chloro-5-methoxycarbonylmethoxy-1-[6-(2-methylbenzoylamino)nicotinoyl]-2,3,4,5-tetrahydro-1H-benzazepine (0.4 g) in ethanol (5 ml) is added 5N aqueous sodium hydroxide solution (1 ml), and the mixture is stirred at room temperature for 4 hours. Water is added to the reaction mixture, and the mixture is made weak acidic by adding thereto diluted hydrochloric acid, and extracted with dichloromethane. The extract is washed with water, dried over magnesium sulfate, and evaporate... The reactants are CCOC(=O)C=Cc1cnc(NC2CCN(Cc3ccccc3)C2)c(C)c1, CO, Cc1ccccc1, Cl, [Na+], C1COCCO1, [OH-]. Yields the product Cc1cc(C=CC(=O)O)cnc1NC1CCN(Cc2ccccc2)C1. Reaction SMILES: [CH2:1]([c:2]1[cH:3][cH:4][cH:5][cH:6][cH:7]1)[N:8]1[CH2:9][CH:10]([NH:13][c:14]2[c:15]([CH3:27])[cH:16][c:17]([CH:20]=[CH:21][C:22](=[O:23])[O:24][CH2:25][CH3:26])[cH:18][n:19]2)[CH2:11][CH2:12]1.[CH3:31][OH:32].[CH3:39][c:40]1[cH:41][cH:42][cH:43][cH:44][cH:45]1.[ClH:30].[Na+:29].[O:33]1[CH2:34][CH2:35][O:36][CH2:37][CH2:38]1.[OH-:28]>>[CH2:1]([c:2]1[cH:3][cH:4][cH:5][cH:6][cH:7]1)[N:8]1[CH2:9][CH:10]([NH:13][c:14]2[c:15]([CH3:27])[cH:16][c:17]([CH:20]=[CH:21][C:22](=[O:23])[OH:24])[cH:18][n:19]2)[CH2:11][CH2:12]1. Starting materials: O=C(C1CC1)C(Br)c1ccccc1F, CC(=O)SC1CCNCC1=Cc1ccccc1, O=C([O-])[O-], CN(C)C=O, CCOC(C)=O, Cl, [K+], [K+]. Product: CC(=O)SC1CCN(C(C(=O)C2CC2)c2ccccc2F)CC1=Cc1ccccc1. As a reaction SMILES: [Br:19][CH:20]([C:21](=[O:22])[CH:23]1[CH2:24][CH2:25]1)[c:26]1[c:27]([F:32])[cH:28][cH:29][cH:30][cH:31]1.[C:2]([CH3:3])(=[O:4])[S:5][CH:6]1[C:7](=[CH:12][c:13]2[cH:14][cH:15][cH:16][cH:17][cH:18]2)[CH2:8][NH:9][CH2:10][CH2:11]1.[C:33](=[O:34])([O-:35])[O-:36].[CH3:39][N:40]([CH3:41])[CH:42]=[O:43].[CH3:44][CH2:45][O:46][C:47](=[O:48])[CH3:49].[ClH:1].[K+:37].[K+:38]>>[C:2]([CH3:3])(=[O:4])[S:5][CH:6]1[C:7](=[CH:12][c:13]2[cH:14][cH:15][cH:16][cH:17][cH:18]2)[CH2:8][N:9]([CH:20]([C:21](=[O:22])[CH:23]2[CH2:24][CH2:25]2)[c:26]2[c:27]([F:32])[cH:28][cH:29][cH:30][cH:31]2)[CH2:10][CH2:11]1. Reactants: CCO, [Cl-], CN1CCN(Cc2ccc(-c3cc4nccc(Oc5ccc([N+](=O)[O-])cc5F)c4s3)nc2)CC1, [Fe], [NH4+], O. The product is CN1CCN(Cc2ccc(-c3cc4nccc(Oc5ccc(N)cc5F)c4s3)nc2)CC1. RXN SMILES: [CH3:38][CH2:39][OH:40].[Cl-:35].[F:1][c:2]1[c:3]([O:4][c:5]2[c:6]3[c:7]([n:8][cH:9][cH:10]2)[cH:11][c:12](-[c:14]2[n:15][cH:16][c:17]([CH2:20][N:21]4[CH2:22][CH2:23][N:24]([CH3:27])[CH2:25][CH2:26]4)[cH:18][cH:19]2)[s:13]3)[cH:28][cH:29][c:30]([N+:32]([O-:33])=[O:34])[cH:31]1.[Fe:37].[NH4+:36].[OH2:41]>>[F:1][c:2]1[c:3]([O:4][c:5]2[c:6]3[c:7]([n:8][cH:9][cH:10]2)[cH:11][c:12](-[c:14]2[n:15][cH:16][c:17]([CH2:20][N:21]4[CH2:22][CH2:23][N:24]([CH3:27])[CH2:25][CH2:26]4)[cH:18][cH:19]2)[s:13]3)[cH:28][cH:29][c:30]([NH2:32])[cH:31]1. Starting materials: C1(=CC=CC=C1)C1=NC(=C2N1CCN(C2)C(=O)OC(C)(C)C)C(=O)OC (7-tert-butyl 1-methyl 3-phenyl-5,6-dihydroimidazo[1,5-a]pyrazine-1,7(8H)-dicarboxylate), [Li+].[OH-] (LiOH), C(C)O (ethanol). The solvent is C1CCOC1 (THF). Run at time 2 day. Product: C(C)(C)(C)OC(=O)N1CC=2N(CC1)C(=NC2C(=O)O)C2=CC=CC=C2 (7-(tert-butoxycarbonyl)-3-phenyl-5,6,7,8-tetrahydro-imidazo[1,5-a]pyrazine-1-carboxylic acid). As a reaction SMILES: [C:1]1([C:7]2[N:11]3[CH2:12][CH2:13][N:14]([C:16]([O:18][C:19]([CH3:22])([CH3:21])[CH3:20])=[O:17])[CH2:15][C:10]3=[C:9]([C:23]([O:25]C)=[O:24])[N:8]=2)[CH:6]=[CH:5][CH:4]=[CH:3][CH:2]=1.[Li+].[OH-].C(O)C>C1COCC1>[C:19]([O:18][C:16]([N:14]1[CH2:13][CH2:12][N:11]2[C:7]([C:1]3[CH:6]=[CH:5][CH:4]=[CH:3][CH:2]=3)=[N:8][C:9]([C:23]([OH:25])=[O:24])=[C:10]2[CH2:15]1)=[O:17])([CH3:22])([CH3:20])[CH3:21] |f:1.2|. Procedure details: To 7-tert-butyl 1-methyl 3-phenyl-5,6-dihydroimidazo[1,5-a]pyrazine-1,7(8H)-dicarboxylate (3A) (1.6 g, 4.47 mmol) in THF (50 mL) was added aqueous LiOH (0.7 g in 18.5 mL water) and ethanol (13 mL). The resulting mixture was stirred at room temperature for 2 days. The reaction mixture was concentrated under reduced pressure, diluted with water and acidified to pH 4 with 1N aqueous HCl solution. The aqueous suspension was extracted 3 times with ethyl acetate. The combined organic extracts were was... The reactants are CCOC(=O)N=NC(=O)OCC, COC(=O)c1ccc(SCc2c(O)ccc3c2CCCC3=O)cc1, c1ccc(P(c2ccccc2)c2ccccc2)cc1, OC(Cn1ccnc1)c1ccccc1. The product is COC(=O)c1ccc(SCc2c(OC(Cn3ccnc3)c3ccccc3)ccc3c2CCCC3=O)cc1. Reaction SMILES: [O:58]=[C:59]([O:60][CH2:61][CH3:62])[N:63]=[N:64][C:65]([O:66][CH2:67][CH3:68])=[O:69].[OH:1][c:2]1[c:3]([CH2:13][S:14][c:15]2[cH:16][cH:17][c:18]([C:19](=[O:20])[O:21][CH3:22])[cH:23][cH:24]2)[c:4]2[c:9]([cH:10][cH:11]1)[C:8](=[O:12])[CH2:7][CH2:6][CH2:5]2.[c:39]1([P:40]([c:41]2[cH:42][cH:43][cH:44][cH:45][cH:46]2)[c:47]2[cH:48][cH:49][cH:50][cH:51][cH:52]2)[cH:53][cH:54][cH:55][cH:56][cH:57]1.[n:25]1([CH2:30][CH:31]([OH:32])[c:33]2[cH:34][cH:35][cH:36][cH:37][cH:38]2)[cH:26][n:27][cH:28][cH:29]1>>[O:1]([c:2]1[c:3]([CH2:13][S:14][c:15]2[cH:16][cH:17][c:18]([C:19](=[O:20])[O:21][CH3:22])[cH:23][cH:24]2)[c:4]2[c:9]([cH:10][cH:11]1)[C:8](=[O:12])[CH2:7][CH2:6][CH2:5]2)[CH:31]([CH2:30][n:25]1[cH:26][n:27][cH:28][cH:29]1)[c:33]1[cH:34][cH:35][cH:36][cH:37][cH:38]1.